From a dataset of the Open Reaction Database (ORD), a public repository of structured organic reaction records. describe an organic reaction: reactants, conditions, products, and yield Reactants: C(C)(C)(C)OC(C(=O)OC)C=1C(=C2C(=NC1C)NC=C2)C=2C=C1CCCOC1=CC2 (methyl 2-(tert-butoxy)-2-(4-(chroman-6-yl)-6-methyl-1H-pyrrolo[2,3-b]pyridin-5-yl)acetate), BrCCC1=CC=C(C=C1)F (1-(2-bromoethyl)-4-fluorobenzene). Yields the product C(C)(C)(C)OC(C(=O)O)C=1C(=C2C(=NC1C)N(C=C2)CCC2=CC=C(C=C2)F)C=2C=C1CCCOC1=CC2 (2-(tert-butoxy)-2-(4-(chroman-6-yl)-1-(4-fluorophenethyl)-6-methyl-1H-pyrrolo[2,3-b]pyridin-5-yl)acetic acid). As a reaction SMILES: [C:1]([O:5][CH:6]([C:11]1[C:12]([C:21]2[CH:22]=[C:23]3[C:28](=[CH:29][CH:30]=2)[O:27][CH2:26][CH2:25][CH2:24]3)=[C:13]2[CH:20]=[CH:19][NH:18][C:14]2=[N:15][C:16]=1[CH3:17])[C:7]([O:9]C)=[O:8])([CH3:4])([CH3:3])[CH3:2].Br[CH2:32][CH2:33][C:34]1[CH:39]=[CH:38][C:37]([F:40])=[CH:36][CH:35]=1>>[C:1]([O:5][CH:6]([C:11]1[C:12]([C:21]2[CH:22]=[C:23]3[C:28](=[CH:29][CH:30]=2)[O:27][CH2:26][CH2:25][CH2:24]3)=[C:13]2[CH:20]=[CH:19][N:18]([CH2:32][CH2:33][C:34]3[CH:39]=[CH:38][C:37]([F:40])=[CH:36][CH:35]=3)[C:14]2=[N:15][C:16]=1[CH3:17])[C:7]([OH:9])=[O:8])([CH3:4])([CH3:2])[CH3:3]. Reported procedure: The title compound was prepared in a manner similar to that described in Example 27, Step H from methyl 2-(tert-butoxy)-2-(4-(chroman-6-yl)-6-methyl-1H-pyrrolo[2,3-b]pyridin-5-yl)acetate and 1-(2-bromoethyl)-4-fluorobenzene. 1H NMR (400 MHz, CHLOROFORM-d) δ ppm 7.46 (d, J=1.6 Hz, 1 H), 7.18-7.07 (m, 3 H), 6.99-6.89 (m, 4 H), 6.31 (dd, J=3.5, 7.6 Hz, 1 H), 5.52 (d, J=6.0 Hz, 1 H), 4.82-4.73 (m, 1 H), 4.68-4.58 (m, 1 H), 4.30 (t, J=5.1 Hz, 2 H), 3.16 (tq, J=7.0, 14.3 Hz, 2 H), 2.94-2.77 (m, 5 H), ... Starting materials: CC(=O)SCC(C)C(=O)N(CC(=O)OC(C)(C)C)C1CCCCC1, O=C([O-])O, ClCCl, C[Si](C)(C)I, [Na+], O. The product is CC(=O)SCC(C)C(=O)N(CC(=O)O)C1CCCCC1. As a reaction SMILES: [C:1]([CH3:2])([CH3:3])([CH3:4])[O:5][C:6]([CH2:7][N:8]([CH:9]1[CH2:10][CH2:11][CH2:12][CH2:13][CH2:14]1)[C:15]([CH:16]([CH2:17][S:18][C:19]([CH3:20])=[O:21])[CH3:22])=[O:23])=[O:24].[C:31](=[O:32])([OH:33])[O-:34].[CH2:36]([Cl:37])[Cl:38].[CH3:25][Si:26]([I:27])([CH3:28])[CH3:29].[Na+:35].[OH2:30]>>[O:5]=[C:6]([CH2:7][N:8]([CH:9]1[CH2:10][CH2:11][CH2:12][CH2:13][CH2:14]1)[C:15]([CH:16]([CH2:17][S:18][C:19]([CH3:20])=[O:21])[CH3:22])=[O:23])[OH:24].